This data is from the Open Reaction Database (ORD), a public repository of structured organic reaction records. The task is: describe an organic reaction: reactants, conditions, products, and yield Starting materials: C([O-])([O-])=O.[Na+].[Na+] (sodium carbonate), CC1(OB(OC1(C)C)C1=C2C=NNC2=CC(=C1)C(F)(F)F)C (4-(4,4,5,5-Tetramethyl-1,3,2-dioxaborolan-2-yl)-6-(trifluoromethyl)-1H-indazole), BrC=1C(=NC(=NC1)OC)OC (5-bromo-2,4-dimethoxypyrimidine). Reagents/catalysts: C1=CC=C(C=C1)P([C-]2C=CC=C2)C3=CC=CC=C3.C1=CC=C(C=C1)P([C-]2C=CC=C2)C3=CC=CC=C3.Cl[Pd]Cl.[Fe+2] (PdCl2(dppf)). The solvent is O1CCOCC1 (dioxane). Run at temperature 130 celsius. Product: C(=O)(C(F)(F)F)O (TFA), COC1=NC=C(C(=N1)OC)C1=C2C=NNC2=CC(=C1)C(F)(F)F (4(2,4-dimethoxypyrimidin-5-yl)-6-(trifluoromethyl)-1H-indazole). The yield is 45.2%. As a reaction SMILES: CC1(C)C(C)(C)OB([C:9]2[CH:17]=[C:16]([C:18]([F:21])([F:20])[F:19])[CH:15]=[C:14]3[C:10]=2[CH:11]=[N:12][NH:13]3)O1.Br[C:24]1[C:25]([O:32][CH3:33])=[N:26][C:27]([O:30][CH3:31])=[N:28][CH:29]=1.[C:34](=[O:37])([O-])[O-:35].[Na+].[Na+]>O1CCOCC1.C1C=CC(P(C2C=CC=CC=2)[C-]2C=CC=C2)=CC=1.C1C=CC(P(C2C=CC=CC=2)[C-]2C=CC=C2)=CC=1.Cl[Pd]Cl.[Fe+2]>[C:34]([OH:35])([C:18]([F:21])([F:20])[F:19])=[O:37].[CH3:31][O:30][C:27]1[N:26]=[C:25]([O:32][CH3:33])[C:24]([C:9]2[CH:17]=[C:16]([C:18]([F:19])([F:20])[F:21])[CH:15]=[C:14]3[C:10]=2[CH:11]=[N:12][NH:13]3)=[CH:29][N:28]=1 |f:2.3.4,6.7.8.9|. Procedure: 4-(4,4,5,5-Tetramethyl-1,3,2-dioxaborolan-2-yl)-6-(trifluoromethyl)-1H-indazole (35 mg, 0.112 mmol), 5-bromo-2,4-dimethoxypyrimidine (24.56 mg, 0.112 mmol), and PdCl2(dppf) (8.21 mg, 0.011 mmol) were dispersed in dioxane (1.5 mL). To the resulting slurry was added 2N aqueous sodium carbonate (0.112 mL, 0.224 mmol). The mixture was purged with nitrogen, heated in a microwave reactor at 130° C. for 50 minutes, and then filtered through a microfiltration frit. Dioxane was stripped with nitrogen. Th... Reactants: FC1=CC=C(C=C1)C1CC(CC(C1)=O)=O (5-(4-fluorophenyl)cyclohexane-1,3-dione), [O-]CC.[Na+] (sodium ethoxide), ClCC(C)=O (chloroacetone). Solvent: C(C)O (ethanol), CN(C)C=O (DMF). Conditions: time 15 minute. Product: FC1=CC=C(C=C1)C1CC2=C(C(=CO2)C)C(C1)=O (6-(4-fluorophenyl)-3-methyl-4,5,6,7-tetrahydrobenzofuran-4-one). RXN SMILES: [F:1][C:2]1[CH:7]=[CH:6][C:5]([CH:8]2[CH2:13][C:12](=[O:14])[CH2:11][C:10](=[O:15])[CH2:9]2)=[CH:4][CH:3]=1.[O-]CC.[Na+].Cl[CH2:21][C:22](=O)[CH3:23]>C(O)C.CN(C=O)C>[F:1][C:2]1[CH:7]=[CH:6][C:5]([CH:8]2[CH2:13][C:12](=[O:14])[C:11]3[C:22]([CH3:23])=[CH:21][O:15][C:10]=3[CH2:9]2)=[CH:4][CH:3]=1 |f:1.2|. Procedure details: To a solution of 5-(4-fluorophenyl)cyclohexane-1,3-dione (mp175-176° C.; 1.03 g) in ethanol (10 ml) was added sodium ethoxide (0.37 g), and the mixture was stirred, under argon atmosphere, at room temperature for 15 minutes. To the mixture was added a solution of chloroacetone (0.45 ml) in DMF (10 ml), and the mixture was stirred at 100° C. overnight (13 hours). The reaction solution was cooled and concentrated under reduced pressure. To the residue was added ice-water, and the mixture was extra... The reactants are O=C([O-])[O-], ClCOCc1ccccc1, CN(C)C=O, Cn1c(=O)[nH]c(=O)c2c1ncn2C(c1ccccc1)(c1ccccc1)c1ccccc1, [K+], [K+], O. Product: Cn1c(=O)n(COCc2ccccc2)c(=O)c2c1ncn2C(c1ccccc1)(c1ccccc1)c1ccccc1. RXN SMILES: [C:1](=[O:2])([O-:3])[O-:4].[CH2:38]([c:39]1[cH:40][cH:41][cH:42][cH:43][cH:44]1)[O:45][CH2:46][Cl:47].[CH3:49][N:50]([CH3:51])[CH:52]=[O:53].[CH3:7][n:8]1[c:9](=[O:37])[nH:10][c:11](=[O:36])[c:12]2[n:13]([C:17]([c:18]3[cH:19][cH:20][cH:21][cH:22][cH:23]3)([c:24]3[cH:25][cH:26][cH:27][cH:28][cH:29]3)[c:30]3[cH:31][cH:32][cH:33][cH:34][cH:35]3)[cH:14][n:15][c:16]12.[K+:5].[K+:6].[OH2:48]>>[CH3:7][n:8]1[c:9](=[O:37])[n:10]([CH2:46][O:45][CH2:38][c:39]2[cH:40][cH:41][cH:42][cH:43][cH:44]2)[c:11](=[O:36])[c:12]2[n:13]([C:17]([c:18]3[cH:19][cH:20][cH:21][cH:22][cH:23]3)([c:24]3[cH:25][cH:26][cH:27][cH:28][cH:29]3)[c:30]3[cH:31][cH:32][cH:33][cH:34][cH:35]3)[cH:14][n:15][c:16]12. Reactants: Cc1[nH]c2ccc3c(c2c1C(=O)OCc1ccccc1)CCC(CBr)O3, C1CCNC1, CC#N, [I-], [K+]. The product is Cc1[nH]c2ccc3c(c2c1C(=O)OCc1ccccc1)CCC(CN1CCCC1)O3. RXN SMILES: [CH2:1]([c:2]1[cH:3][cH:4][cH:5][cH:6][cH:7]1)[O:8][C:9](=[O:10])[c:11]1[c:12]([CH3:26])[nH:13][c:14]2[cH:15][cH:16][c:17]3[c:18]([c:19]12)[CH2:20][CH2:21][CH:22]([CH2:24][Br:25])[O:23]3.[CH2:29]1[CH2:30][CH2:31][NH:32][CH2:33]1.[CH3:34][C:35]#[N:36].[I-:28].[K+:27]>>[CH2:1]([c:2]1[cH:3][cH:4][cH:5][cH:6][cH:7]1)[O:8][C:9](=[O:10])[c:11]1[c:12]([CH3:26])[nH:13][c:14]2[cH:15][cH:16][c:17]3[c:18]([c:19]12)[CH2:20][CH2:21][CH:22]([CH2:24][N:32]1[CH2:31][CH2:30][CH2:29][CH2:33]1)[O:23]3. The reactants are CC(C)c1nn(Cc2ccc(Br)cc2)c(=O)c(C(=O)NCC(=O)O)c1O, O=C([O-])[O-], C1COCCO1, Cl, OB(O)c1ccc(C(F)(F)F)cc1, [K+], [K+], O, c1ccc(P(c2ccccc2)(c2ccccc2)[Pd](P(c2ccccc2)(c2ccccc2)c2ccccc2)(P(c2ccccc2)(c2ccccc2)c2ccccc2)P(c2ccccc2)(c2ccccc2)c2ccccc2)cc1. Yields the product CC(C)c1nn(Cc2ccc(-c3ccc(C(F)(F)F)cc3)cc2)c(=O)c(C(=O)NCC(=O)O)c1O. Reaction SMILES: [Br:1][c:2]1[cH:3][cH:4][c:5]([CH2:8][n:9]2[n:10][c:11]([CH:24]([CH3:25])[CH3:26])[c:12]([OH:23])[c:13]([C:16](=[O:17])[NH:18][CH2:19][C:20](=[O:21])[OH:22])[c:14]2=[O:15])[cH:6][cH:7]1.[C:40](=[O:41])([O-:42])[O-:43].[CH2:47]1[O:48][CH2:49][CH2:50][O:51][CH2:52]1.[ClH:46].[F:27][C:28]([c:29]1[cH:30][cH:31][c:32]([B:35]([OH:36])[OH:37])[cH:33][cH:34]1)([F:38])[F:39].[K+:44].[K+:45].[OH2:53].[cH:54]1[cH:55][cH:56][c:57]([P:58]([Pd:59]([P:60]([c:61]2[cH:62][cH:63][cH:64][cH:65][cH:66]2)([c:67]2[cH:68][cH:69][cH:70][cH:71][cH:72]2)[c:73]2[cH:74][cH:75][cH:76][cH:77][cH:78]2)([P:79]([c:80]2[cH:81][cH:82][cH:83][cH:84][cH:85]2)([c:86]2[cH:87][cH:88][cH:89][cH:90][cH:91]2)[c:92]2[cH:93][cH:94][cH:95][cH:96][cH:97]2)[P:98]([c:99]2[cH:100][cH:101][cH:102][cH:103][cH:104]2)([c:105]2[cH:106][cH:107][cH:108][cH:109][cH:110]2)[c:111]2[cH:112][cH:113][cH:114][cH:115][cH:116]2)([c:117]2[cH:118][cH:119][cH:120][cH:121][cH:122]2)[c:123]2[cH:124][cH:125][cH:126][cH:127][cH:128]2)[cH:129][cH:130]1>>[c:2]1(-[c:32]2[cH:31][cH:30][c:29]([C:28]([F:27])([F:38])[F:39])[cH:34][cH:33]2)[cH:3][cH:4][c:5]([CH2:8][n:9]2[n:10][c:11]([CH:24]([CH3:25])[CH3:26])[c:12]([OH:23])[c:13]([C:16](=[O:17])[NH:18][CH2:19][C:20](=[O:21])[OH:22])[c:14]2=[O:15])[cH:6][cH:7]1. Starting materials: NC1=C(C=C(C(=N1)OC)C(=O)O)I (6-amino-5-iodo-2-(methyloxy)-3-pyridinecarboxylic acid), C(CCC)N1CCC(CC1)CN ((1-butyl-4-piperidinyl)methylamine), NCC1CCN(CC1)C(=O)OC(C)(C)C (1,1-dimethylethyl 4-(aminomethyl)-1-piperidinecarboxylate). Yields the product NC1=C(C=C(C(=N1)OC)C(=O)NCC1CCN(CC1)CCCC)I (6-Amino-N-[(1-butyl-4-piperidinyl)methyl]-5-iodo-2-(methyloxy)-3-pyridinecarboxamide). As a reaction SMILES: [NH2:1][C:2]1[N:7]=[C:6]([O:8][CH3:9])[C:5]([C:10]([OH:12])=O)=[CH:4][C:3]=1[I:13].[CH2:14]([N:18]1[CH2:23][CH2:22][CH:21]([CH2:24][NH2:25])[CH2:20][CH2:19]1)[CH2:15][CH2:16][CH3:17].NCC1CCN(C(OC(C)(C)C)=O)CC1>>[NH2:1][C:2]1[N:7]=[C:6]([O:8][CH3:9])[C:5]([C:10]([NH:25][CH2:24][CH:21]2[CH2:22][CH2:23][N:18]([CH2:14][CH2:15][CH2:16][CH3:17])[CH2:19][CH2:20]2)=[O:12])=[CH:4][C:3]=1[I:13]. Procedure details: The title compound was prepared according to the procedure of step 1 in example 1 using 6-amino-5-iodo-2-(methyloxy)-3-pyridinecarboxylic acid (step 3) and (1-butyl-4-piperidinyl)methylamine instead of 6-amino-5-chloro-2-(methyloxy)-3-pyridinecarboxylic acid and 1,1-dimethylethyl 4-(aminomethyl)-1-piperidinecarboxylate. The reactants are C(C)(C)OC1=NC=C(C=C1)N (2-isopropoxy-5-aminopyridine), CN1CC(C[C@@H]2C=3C=CC=C4NC=C(C[C@@H]12)C34)=O (6-methyl-8-oxo-ergoline). Reagents/catalysts: [Pd] (palladium). Yields the product CN1CC(C[C@@H]2C=3C=CC=C4NC=C(C[C@@H]12)C34)NC=3C=CC(=NC3)OC(C)C (6-methyl-8-(2-isopropoxy-5-pyridylamino)ergoline). RXN SMILES: [CH:1]([O:4][C:5]1[CH:10]=[CH:9][C:8]([NH2:11])=[CH:7][N:6]=1)([CH3:3])[CH3:2].[CH3:12][N:13]1[C@H:27]2[C@@H:17]([C:18]3[CH:19]=[CH:20][CH:21]=[C:22]4[C:28]=3[C:25]([CH2:26]2)=[CH:24][NH:23]4)[CH2:16][C:15](=O)[CH2:14]1>[Pd]>[CH3:12][N:13]1[C@H:27]2[C@@H:17]([C:18]3[CH:19]=[CH:20][CH:21]=[C:22]4[C:28]=3[C:25]([CH2:26]2)=[CH:24][NH:23]4)[CH2:16][CH:15]([NH:11][C:8]2[CH:9]=[CH:10][C:5]([O:4][CH:1]([CH3:3])[CH3:2])=[N:6][CH:7]=2)[CH2:14]1. Procedure details: The following compounds (isomers Ia and Ib) are obtained in a manner analogous to that described in Example 3, from 2-isopropoxy-5-aminopyridine and 6-methyl-8-oxo-ergoline in the presence of palladium: